Dataset: the Open Reaction Database (ORD), a public repository of structured organic reaction records. Task: describe an organic reaction: reactants, conditions, products, and yield Yields the product CN(C)CCCOc1cccc2c1[n+]([O-])c1cccc(O)c1[n+]2[O-]. RXN SMILES: [CH3:23][NH:24][CH3:25].[Cl:1][CH2:2][CH2:3][CH2:4][O:5][c:6]1[c:7]2[n+:8]([O-:22])[c:9]3[cH:10][cH:11][cH:12][c:13]([OH:21])[c:14]3[n+:15]([O-:20])[c:16]2[cH:17][cH:18][cH:19]1>>[CH2:2]([CH2:3][CH2:4][O:5][c:6]1[c:7]2[n+:8]([O-:22])[c:9]3[cH:10][cH:11][cH:12][c:13]([OH:21])[c:14]3[n+:15]([O-:20])[c:16]2[cH:17][cH:18][cH:19]1)[N:24]([CH3:23])[CH3:25]. Reactants: CNC, [O-][n+]1c2cccc(OCCCCl)c2[n+]([O-])c2cccc(O)c21. Starting materials: COC(=O)C=1N=C(C2=CC(=CC=C2C1O)C1=CC=CC=C1)C#N (1-cyano-4-hydroxy-7-phenyl-isoquinoline-3-carboxylic acid methyl ester), OC(=O)C(F)(F)F.NCC(C(=O)O)(C)C (3-amino-2,2-dimethyl-propionic acid TFA salt), C[O-].[Na+] (NaOMe). The solvent is CCO (EtOH). Conditions: temperature 150 celsius. The product is C(#N)C1=NC(=C(C2=CC=C(C=C12)C1=CC=CC=C1)O)C(=O)NCC(C(=O)O)(C)C (3-[(1-Cyano-4-hydroxy-7-phenyl-isoquinoline-3-carbonyl)-amino]-2,2-dimethyl-propionic acid). The yield is 61.6%. RXN SMILES: CO[C:3]([C:5]1[N:6]=[C:7]([C:22]#[N:23])[C:8]2[C:13]([C:14]=1[OH:15])=[CH:12][CH:11]=[C:10]([C:16]1[CH:21]=[CH:20][CH:19]=[CH:18][CH:17]=1)[CH:9]=2)=[O:4].OC(C(F)(F)F)=O.[NH2:31][CH2:32][C:33]([CH3:38])([CH3:37])[C:34]([OH:36])=[O:35].C[O-].[Na+]>CCO>[C:22]([C:7]1[C:8]2[C:13](=[CH:12][CH:11]=[C:10]([C:16]3[CH:21]=[CH:20][CH:19]=[CH:18][CH:17]=3)[CH:9]=2)[C:14]([OH:15])=[C:5]([C:3]([NH:31][CH2:32][C:33]([CH3:38])([CH3:37])[C:34]([OH:36])=[O:35])=[O:4])[N:6]=1)#[N:23] |f:1.2,3.4|. Procedure: A mixture of 1-cyano-4-hydroxy-7-phenyl-isoquinoline-3-carboxylic acid methyl ester (47 mg, 0.15 mmol), 3-amino-2,2-dimethyl-propionic acid TFA salt (143 mg, 0.62 mmol) and NaOMe (67 mg, 1.24 mmol) in EtOH (3 mL) was heated at 150° C. in a microwave reactor for 2 h. The solvent was evaporated, and the residue was partitioned between water (30 mL) and EtOAc (30 mL). 1 M HCl was added with vigorous stirring until pH was ˜2. The organic layer was dried over MgSO4 and concentrated. The crude product... Starting materials: CCCC(=O)Cl, O=C(OCc1ccccc1)c1cc(=O)c2c(O)cccc2o1, CN(C)c1ccncc1, O, c1ccncc1. Product: CCCC(=O)Oc1cccc2oc(C(=O)OCc3ccccc3)cc(=O)c12. As a reaction SMILES: [C:23]([CH2:24][CH2:25][CH3:26])(=[O:27])[Cl:28].[CH2:1]([c:2]1[cH:3][cH:4][cH:5][cH:6][cH:7]1)[O:8][C:9](=[O:10])[c:11]1[o:12][c:13]2[c:14]([c:15](=[O:17])[cH:16]1)[c:18]([OH:22])[cH:19][cH:20][cH:21]2.[CH3:30][N:31]([c:32]1[cH:33][cH:34][n:35][cH:36][cH:37]1)[CH3:38].[OH2:29].[cH:39]1[cH:40][cH:41][n:42][cH:43][cH:44]1>>[CH2:1]([c:2]1[cH:3][cH:4][cH:5][cH:6][cH:7]1)[O:8][C:9](=[O:10])[c:11]1[o:12][c:13]2[c:14]([c:15](=[O:17])[cH:16]1)[c:18]([O:22][C:23]([CH2:24][CH2:25][CH3:26])=[O:27])[cH:19][cH:20][cH:21]2. Starting materials: ClC=1C(=NC2=CC=C(C=C2N1)OC)O (3-chloro-6-methoxyquinoxalin-2-ol), C(=O)([O-])[O-].[Cs+].[Cs+] (Cs2CO3), BrC1=CC=C(C=C1)S(=O)(=O)O[C@H]1C[C@H](N(C1)C(=O)OC(C)(C)C)C(=O)OC (1-tert-butyl 2-methyl (2S,4S)-4-{[(4-bromophenyl)sulfonyl]oxy}pyrrolidine-1,2-dicarboxylate), BrC1=CC=C(C=C1)S(=O)(=O)O[C@H]1C[C@H](N(C1)C(=O)OC(C)(C)C)C(=O)OC (1-tert-butyl 2-methyl (25,45)-4-{[(4-bromophenyl)sulfonyl]oxy}pyrrolidine-1,2-dicarboxylate). The solvent is CN1CCCC1=O (NMP), O (H2O), CCOC(=O)C (EtOAc). Run at temperature 50 celsius, time 18 hour. The product is ClC=1C(=NC2=CC(=CC=C2N1)OC)O[C@@H]1C[C@H](N(C1)C(=O)OC(C)(C)C)C(=O)OC (1-tert-butyl 2-methyl (2S,4R)-4-[(3-chloro-7-methoxyquinoxalin-2-yl)oxy]pyrrolidine-1,2-dicarboxylate). Isolated yield 35.0%. Reaction SMILES: [Cl:1][C:2]1[C:3](O)=[N:4][C:5]2[C:10]([N:11]=1)=[CH:9][C:8](OC)=[CH:7][CH:6]=2.[C:15]([O-:18])([O-])=O.[Cs+].[Cs+].BrC1C=CC(S([O:31][C@@H:32]2[CH2:36][N:35]([C:37]([O:39][C:40]([CH3:43])([CH3:42])[CH3:41])=[O:38])[C@H:34]([C:44]([O:46][CH3:47])=[O:45])[CH2:33]2)(=O)=O)=CC=1>CN1C(=O)CCC1.O.CCOC(C)=O>[Cl:1][C:2]1[C:3]([O:31][C@H:32]2[CH2:36][N:35]([C:37]([O:39][C:40]([CH3:41])([CH3:42])[CH3:43])=[O:38])[C@H:34]([C:44]([O:46][CH3:47])=[O:45])[CH2:33]2)=[N:4][C:5]2[C:10]([N:11]=1)=[CH:9][CH:8]=[C:7]([O:18][CH3:15])[CH:6]=2 |f:1.2.3|. Reported procedure: A solution (0.35 M) of 3-chloro-6-methoxyquinoxalin-2-ol in NMP was treated with Cs2CO3 (1.5 eq) and 1-tert-butyl 2-methyl (2S,4S)-4-{[(4-bromophenyl)sulfonyl]oxy}pyrrolidine-1,2-dicarboxylate (1.1 eq). The resulting mixture was stirred at 50° C. for 18 h, then a further portion (0.1 eq) of 1-tert-butyl 2-methyl (25,45)-4-{[(4-bromophenyl)sulfonyl]oxy}pyrrolidine-1,2-dicarboxylate was added. After stirring for 2 h, the mixture was cooled and diluted with H2O and EtOAc. The organic phases were wa... The reactants are O=C(CC(=O)OCC)C1CCCCC1 (ethyl β-oxocyclohexanepropionate), CNN (methylhydrazine). Run in C(CC)O (n-propanol). The product is C1(CCCCC1)C1=NN(C(C1)=O)C (3-Cyclohexyl-1-methyl-2-pyrazolin-5-one). Reaction SMILES: O=[C:2]([CH:9]1[CH2:14][CH2:13][CH2:12][CH2:11][CH2:10]1)[CH2:3][C:4](OCC)=[O:5].[CH3:15][NH:16][NH2:17]>C(O)CC>[CH:9]1([C:2]2[CH2:3][C:4](=[O:5])[N:16]([CH3:15])[N:17]=2)[CH2:14][CH2:13][CH2:12][CH2:11][CH2:10]1. Procedure details: To ethyl β-oxocyclohexanepropionate (4.4 g, 0.234 mole) in n-propanol (500 ml) is added dropwise with stirring under nitrogen at 80° C. methylhydrazine (13.8 g, 0.3 mole). After heating at reflux during 5 hours, the reaction is cooled and evaporated to a residual oil. Crystallization from ethylacetate gives a white powder mp 170.5° C. to 172° C.